Dataset: the Open Reaction Database (ORD), a public repository of structured organic reaction records. Task: describe an organic reaction: reactants, conditions, products, and yield Reactants: 7A, 8A, ClC1=NC(=C2NC=NC2=N1)Cl (2,6-Dichloro-7H-purine), [H-].[Na+] (NaH), CI (MeI). The solvent is CN(C)C=O (DMF). Conditions: time 10 minute. Yields the product ClC1=NC(=C2N=CN(C2=N1)C)Cl (2,6-Dichloro-9-methyl-9H-purine). Reaction SMILES: [Cl:1][C:2]1[N:10]=[C:9]2[C:5]([NH:6][CH:7]=[N:8]2)=[C:4]([Cl:11])[N:3]=1.[H-].[Na+].[CH3:14]I>CN(C=O)C>[Cl:1][C:2]1[N:10]=[C:9]2[C:5]([N:6]=[CH:7][N:8]2[CH3:14])=[C:4]([Cl:11])[N:3]=1 |f:1.2|. Reported procedure: To a cold solution of 2,6-Dichloro-7H-purine (1 g, 5.29 mmol) in DMF (5 mL) was added 60% NaH (233 mg, 5.8 mmol) under N2. After stirring for 10 min, MeI (910 μL) was added, the reaction mixture was stirred for 30 min at this temperature and then overnight at room temperature, concentrated and co-evaporated with H2O to dryness. The residue was suspended in 2 mL cold water and filtered to the give crude mixture of 7A and 8A in about 1:1 ratio.